Dataset: the Open Reaction Database (ORD), a public repository of structured organic reaction records. Task: describe an organic reaction: reactants, conditions, products, and yield Procedure: A solution of 4.63 g (13 mmoles) of 2-chloro-5-((2,2-dimethyl-1-oxopropyl)amino)-β-hydroxy-4-pyridine propanoic acid, 1,1-dimethylethyl ester in 70 ml of dioxane and 30 ml of 3N HCl in water was warmed at reflux for a period of 4 hours. The solution was diluted with 100 ml of water and cooled to give a white precipitate. The crystals were filtered, washed with water and dried in a vacuum oven to give 2.18 g (93% of theoretical) of the above-captioned compound having a melting point of 304°-306° ... Yields the product ClC=1C=C2C=CC(NC2=CN1)=O (6-chloro-1,7-naphthyridine-2-one). Reactants: ClC1=NC=C(C(=C1)C(CC(=O)OC(C)(C)C)O)NC(C(C)(C)C)=O (2-chloro-5-((2,2-dimethyl-1-oxopropyl)amino)-β-hydroxy-4-pyridine propanoic acid, 1,1-dimethylethyl ester), [H][H] (hydrogen). As a reaction SMILES: [Cl:1][C:2]1[CH:7]=[C:6](C(O)CC(OC(C)(C)C)=O)[C:5]([NH:18][C:19](=[O:24])[C:20]([CH3:23])(C)C)=[CH:4][N:3]=1.[H][H]>O1CCOCC1.Cl.O>[Cl:1][C:2]1[CH:7]=[C:6]2[C:5](=[CH:4][N:3]=1)[NH:18][C:19](=[O:24])[CH:20]=[CH:23]2. Solvent: O1CCOCC1 (dioxane), Cl (HCl), O (water), O (water). The reactants are C(C)(C)(C)OC(=O)NC1[C@@H]2N(C(=C(CS2)\C=C/CCl)C(=O)OC(C2=CC=CC=C2)C2=CC=CC=C2)C1=O (diphenylmethyl 7-t-butoxycarbonylamino-3- [(Z)-3-chloro-1-propen-1-yl]-3-cephem-4-carboxylate), [I-].[Na+] (sodium iodide). Solvent: CC(=O)C (acetone), C(C)(=O)OCC (ethyl acetate). Reaction conditions: time 1 hour. The product is C(C)(C)(C)OC(=O)NC1[C@@H]2N(C(=C(CS2)\C=C\CI)C(=O)OC(C2=CC=CC=C2)C2=CC=CC=C2)C1=O (Diphenylmethyl 7-t-butoxycarbonylamino-3-[(E)-3-iodo-1-propen-1-yl]-3-cephem-4-carboxylate). The yield is 99.9%. Reaction SMILES: [C:1]([O:5][C:6]([NH:8][CH:9]1[C:36](=[O:37])[N:11]2[C:12]([C:20]([O:22][CH:23]([C:30]3[CH:35]=[CH:34][CH:33]=[CH:32][CH:31]=3)[C:24]3[CH:29]=[CH:28][CH:27]=[CH:26][CH:25]=3)=[O:21])=[C:13](/[CH:16]=[CH:17]\[CH2:18]Cl)[CH2:14][S:15][C@H:10]12)=[O:7])([CH3:4])([CH3:3])[CH3:2].[I-:38].[Na+]>CC(C)=O.C(OCC)(=O)C>[C:1]([O:5][C:6]([NH:8][CH:9]1[C:36](=[O:37])[N:11]2[C:12]([C:20]([O:22][CH:23]([C:30]3[CH:35]=[CH:34][CH:33]=[CH:32][CH:31]=3)[C:24]3[CH:29]=[CH:28][CH:27]=[CH:26][CH:25]=3)=[O:21])=[C:13](/[CH:16]=[CH:17]/[CH2:18][I:38])[CH2:14][S:15][C@H:10]12)=[O:7])([CH3:4])([CH3:3])[CH3:2] |f:1.2|. Procedure: A mixture of diphenylmethyl 7-t-butoxycarbonylamino-3- [(Z)-3-chloro-1-propen-1-yl]-3-cephem-4-carboxylate (IIIa) (541 mg, 1 mmol) and sodium iodide (450 mg, 3 mmol) in acetone (5.4 ml) was stirred at room temperature for 1 hour. The reaction mixture was diluted with ethyl acetate (50 ml), washed with aqueous sodium thiosulfate and water successively, dried with MgSO4 and concentrated to yield 632 mg of the title product. Starting materials: C(=O)([O-])[O-].[K+].[K+] (K2CO3), CS(=O)(=O)C1=NC(=CC(=N1)OC)C (2-methanesulfonyl-4-methoxy-6-methylpyrimidine), C(C)(=O)OCCOC(C(C(=O)OC)O)(C1=CC=CC=C1)C1=CC=CC=C1 (methyl 3-(2-acetoxyethoxy)-2-hydroxy-3,3-di-phenylpropionate). Run in O (H2O), CN(C)C=O (DMF). Run at temperature 80 celsius, time 2 hour. Product: C(C)(=O)OCCOC(C(C(=O)OC)OC1=NC(=CC(=N1)OC)C)(C1=CC=CC=C1)C1=CC=CC=C1 (Methyl 3-(2-Acetoxyethoxy)-2-(4-methoxy-6-methyl-2-pyrimidinyloxy)-3,3-diphenylpropionate). Yield: 90.0%. As a reaction SMILES: [C:1]([O:4][CH2:5][CH2:6][O:7][C:8]([C:21]1[CH:26]=[CH:25][CH:24]=[CH:23][CH:22]=1)([C:15]1[CH:20]=[CH:19][CH:18]=[CH:17][CH:16]=1)[CH:9]([OH:14])[C:10]([O:12][CH3:13])=[O:11])(=[O:3])[CH3:2].C([O-])([O-])=O.[K+].[K+].CS([C:37]1[N:42]=[C:41]([O:43][CH3:44])[CH:40]=[C:39]([CH3:45])[N:38]=1)(=O)=O>CN(C=O)C.O>[C:1]([O:4][CH2:5][CH2:6][O:7][C:8]([C:21]1[CH:26]=[CH:25][CH:24]=[CH:23][CH:22]=1)([C:15]1[CH:20]=[CH:19][CH:18]=[CH:17][CH:16]=1)[CH:9]([O:14][C:37]1[N:42]=[C:41]([O:43][CH3:44])[CH:40]=[C:39]([CH3:45])[N:38]=1)[C:10]([O:12][CH3:13])=[O:11])(=[O:3])[CH3:2] |f:1.2.3|. Reported procedure: 4 g (11.1 mmol) of methyl 3-(2-acetoxyethoxy)-2-hydroxy-3,3-di-phenylpropionate were dissolved in 20 ml of DMF under N2, 770 mg (5.6 mmol) of K2CO3 and 2.24 g (11.1 mmol) of 2-methanesulfonyl-4-methoxy-6-methylpyrimidine were added, and the mixture was stirred at 80° C. for 2 h. It was subsequently diluted with 20 ml of H2O and extracted twice with 30 ml of diethyl ether, the organic phase was dried over MgSO4 and concentrated, and the residue was purified by chromatography on silica gel with et... Starting materials: C1CCOC1, [Li]CCCC, CC1(C)CCCC(C)(C)N1, CON(C)C(=O)C1CC1, COc1ccc(C=NC2CCCCC2)c(C)c1, [Cl-], [NH4+]. Product: [Li]N1C(C)(C)CCCC1(C)C. As a reaction SMILES: [CH2:44]1[O:45][CH2:46][CH2:47][CH2:48]1.[CH3:11][CH2:12][CH2:13][CH2:14][Li:15].[CH3:1][C:2]1([CH3:10])[NH:3][C:4]([CH3:8])([CH3:9])[CH2:5][CH2:6][CH2:7]1.[CH3:33][N:34]([O:35][CH3:36])[C:37]([CH:38]1[CH2:39][CH2:40]1)=[O:41].[CH:16]1([N:17]=[CH:18][c:19]2[cH:20][cH:21][c:22]([O:23][CH3:24])[cH:25][c:26]2[CH3:27])[CH2:28][CH2:29][CH2:30][CH2:31][CH2:32]1.[Cl-:42].[NH4+:43]>>[CH3:1][C:2]1([CH3:10])[N:3]([Li:15])[C:4]([CH3:8])([CH3:9])[CH2:5][CH2:6][CH2:7]1. Starting materials: CSC=1N=C2C(N1)=CC=CC=C2 (2-methylthiocycloheptimidazole), C(C)O (ethanol), example 1 ( c ), Cl (hydrochloric acid). Yields the product OC=1N=C2C(N1)=CC=CC=C2 (hydroxycycloheptimidazole). Reaction SMILES: CS[C:3]1[N:4]=[C:5]2[CH:12]=[CH:11][CH:10]=[CH:9][CH:8]=[C:6]2[N:7]=1.Cl.C([OH:16])C>>[OH:16][C:3]1[N:4]=[C:5]2[CH:12]=[CH:11][CH:10]=[CH:9][CH:8]=[C:6]2[N:7]=1. Procedure details: First, 60 g of 2-methylthiocycloheptimidazole as synthesized according to Synthetic example 1 (c) with reference to the method disclosed in Journal of the American Chemical Society, vol. 76, pages 3352 and 3353 (1954) was added to 300 ml of concentrated hydrochloric acid (hydrogen chloride 35%), and refluxed with heating for 2 hours and 30 minutes. Then, 500 ml of ethanol was added, and after stirring at room temperature, deposited crystals were collected by filtration. The crystals were dissolv... Starting materials: CCOC(=O)C(Cl)Cl, CC(Cl)Cl, O=C(O)C(F)(F)F, CC(C)(C)OC(=O)NCC1CN(c2ccc(N3C=CC(=O)CC3)c(F)c2)C(=O)O1. RXN SMILES: [Cl:37][CH:38]([C:39]([O:40][CH2:41][CH3:42])=[O:43])[Cl:44].[Cl:45][CH:46]([Cl:47])[CH3:48].[F:1][C:2]([F:3])([F:4])[C:5]([OH:6])=[O:7].[F:8][c:9]1[cH:10][c:11]([N:22]2[C:23](=[O:36])[O:24][CH:25]([CH2:27][NH:28][C:29]([O:30][C:32]([CH3:33])([CH3:34])[CH3:35])=[O:31])[CH2:26]2)[cH:12][cH:13][c:14]1[N:15]1[CH2:16][CH2:17][C:18](=[O:21])[CH:19]=[CH:20]1>>[F:8][c:9]1[cH:10][c:11]([N:22]2[C:23](=[O:36])[O:24][CH:25]([CH2:27][NH:28][C:29](=[O:30])[CH:38]([Cl:37])[Cl:44])[CH2:26]2)[cH:12][cH:13][c:14]1[N:15]1[CH2:16][CH2:17][C:18](=[O:21])[CH:19]=[CH:20]1. Product: O=C1C=CN(c2ccc(N3CC(CNC(=O)C(Cl)Cl)OC3=O)cc2F)CC1. The reactants are ONCc1ccccc1, Cn1c([N+](=O)[O-])cnc1C=[N+]([O-])Cc1ccccc1, Cn1c([N+](=O)[O-])cnc1C=O, Cl. The product is Cn1c([N+](=O)[O-])cnc1C=[N+](C)[O-]. RXN SMILES: [CH2:21]([NH:22][OH:23])[c:24]1[cH:25][cH:26][cH:27][cH:28][cH:29]1.[CH3:1][n:2]1[c:3]([CH:10]=[N+:11]([O-:12])[CH2:13][c:14]2[cH:15][cH:16][cH:17][cH:18][cH:19]2)[n:4][cH:5][c:6]1[N+:7](=[O:8])[O-:9].[CH3:30][n:31]1[c:32]([N+:33]([O-:34])=[O:35])[cH:36][n:37][c:38]1[CH:39]=[O:40].[ClH:20]>>[CH3:1][n:2]1[c:3]([CH:10]=[N+:11]([O-:12])[CH3:13])[n:4][cH:5][c:6]1[N+:7](=[O:8])[O-:9]. The reactants are CO (methanol), [N+](=O)([O-])C=1C=C(C2=CC=CC=C2C1)C(=O)O (3-nitro-1-napthalene-carboxylic acid), CN(C=O)C (N,N-dimethylformamide), C(C(=O)Cl)(=O)Cl (oxalyl chloride). The solvent is ClCCl (dichloromethane). Conditions: time 1 hour. Yields the product [N+](=O)([O-])C=1C=C(C2=CC=CC=C2C1)C(=O)OC (Methyl 3-nitro-1-naphthoate). RXN SMILES: [N+:1]([C:4]1[CH:5]=[C:6]([C:14]([OH:16])=[O:15])[C:7]2[C:12]([CH:13]=1)=[CH:11][CH:10]=[CH:9][CH:8]=2)([O-:3])=[O:2].[C:17](Cl)(=O)C(Cl)=O.CN(C)C=O.CO>ClCCl>[N+:1]([C:4]1[CH:5]=[C:6]([C:14]([O:16][CH3:17])=[O:15])[C:7]2[C:12]([CH:13]=1)=[CH:11][CH:10]=[CH:9][CH:8]=2)([O-:3])=[O:2]. Procedure: To a suspension of 22.0 g (0.101 mol) of 3-nitro-1-napthalene-carboxylic acid (prepared according to procedures in Duffy, K. J., et al., in J. Med. Chem. 2001, 44, 3730-3745) in 1 L of anhydrous dichloromethane at 0° C. under an atmosphere of nitrogen was added 9.8 mL (0.11 mol) of oxalyl chloride followed by 0.80 mL (10 mmol) of anhydrous N,N-dimethylformamide. The reaction mixture was allowed to gradually warm to ambient temperature for 3 h until gas evolution ceased. The resulting homogeneous... The reactants are CC(C)(C)C(=O)Cl, NCC1CC(n2cc(-c3cccc(OCc4ccccc4)c3)c3c(N)ncnc32)C1. Yields the product CC(C)(C)C(=O)NCC1CC(n2cc(-c3cccc(OCc4ccccc4)c3)c3c(N)ncnc32)C1. Reaction SMILES: [C:31]([C:32]([CH3:33])([CH3:34])[CH3:35])(=[O:36])[Cl:37].[NH2:1][CH2:2][CH:3]1[CH2:4][CH:5]([n:7]2[cH:8][c:9](-[c:17]3[cH:18][c:19]([O:23][CH2:24][c:25]4[cH:26][cH:27][cH:28][cH:29][cH:30]4)[cH:20][cH:21][cH:22]3)[c:10]3[c:11]2[n:12][cH:13][n:14][c:15]3[NH2:16])[CH2:6]1>>[NH:1]([CH2:2][CH:3]1[CH2:4][CH:5]([n:7]2[cH:8][c:9](-[c:17]3[cH:18][c:19]([O:23][CH2:24][c:25]4[cH:26][cH:27][cH:28][cH:29][cH:30]4)[cH:20][cH:21][cH:22]3)[c:10]3[c:11]2[n:12][cH:13][n:14][c:15]3[NH2:16])[CH2:6]1)[C:31]([C:32]([CH3:33])([CH3:34])[CH3:35])=[O:36].